From a dataset of the Open Reaction Database (ORD), a public repository of structured organic reaction records. describe an organic reaction: reactants, conditions, products, and yield Starting materials: C(C1=CC=CC=C1)N(C(C)C)C1=C2N=CN(C2=NC=N1)C1[C@H](O)[C@H](O)[C@H](O1)CO (6-[N-benzyl-N-(2-propyl)-amino]-9-ribofuranosylpurine), Cl (hydrochloric acid). Product: C(C1=CC=CC=C1)N(C(C)C)C1=C2NC=NC2=NC=N1 (6-[N-Benzyl-N-(2-propyl)-amino]-purine). The yield is 75.0%. As a reaction SMILES: [CH2:1]([N:8]([C:12]1[N:20]=[CH:19][N:18]=[C:17]2[C:13]=1[N:14]=[CH:15][N:16]2C1O[C@H](CO)[C@@H](O)[C@H]1O)[CH:9]([CH3:11])[CH3:10])[C:2]1[CH:7]=[CH:6][CH:5]=[CH:4][CH:3]=1.Cl>>[CH2:1]([N:8]([C:12]1[N:20]=[CH:19][N:18]=[C:17]2[C:13]=1[NH:14][CH:15]=[N:16]2)[CH:9]([CH3:11])[CH3:10])[C:2]1[CH:3]=[CH:4][CH:5]=[CH:6][CH:7]=1. Reported procedure: A solution of 3.5 g. (mmol) 6-[N-benzyl-N-(2-propyl)-amino]-9-ribofuranosylpurine and 50 ml. 2N hydrochloric acid is heated under reflux for 30 minutes. After cooling, it is washed with diethyl ether, the aqueous phase is adjusted to pH 7 with aqueous ammonia solution and the precipitate is recrystallized from aqueous propan-2-ol. There is obtained 1.8 g. of the title compound (75% of theory); m.p. 200°-202° C. Starting materials: FC=1C(=C2/C(/C(NC2=CC1)=O)=C/C=1NC=CC1OC)C#C[C@H]([C@@H](C)O)NC ((Z)-1,3-dihydro-5-fluoro-4-[(3R,4R)-4-hydroxy-3-methylamino-1-pentynyl]-3-[(3-methoxy-1H-pyrrol-2-yl)methylene]-2H-indol-2-one), Cl (HCl), CO.C(Cl)Cl (MeOH CH2Cl2). Run in O1CCOCC1 (dioxane), hexanes. Product: Cl.FC=1C(=C2/C(/C(NC2=CC1)=O)=C/C=1NC=CC1OC)C#C[C@H]([C@@H](C)O)NC ((Z)-1,3-Dihydro-5-fluoro-4-[(3R,4R)-4-hydroxy-3-methylamino-1-pentynyl]-3-[(3-methoxy-1H-pyrrol-2-yl)methylene]-2H-indol-2-one hydrochloride salt). RXN SMILES: [F:1][C:2]1[C:3]([C:20]#[C:21][C@@H:22]([NH:26][CH3:27])[C@H:23]([OH:25])[CH3:24])=[C:4]2[C:8](=[CH:9][CH:10]=1)[NH:7][C:6](=[O:11])/[C:5]/2=[CH:12]\[C:13]1[NH:14][CH:15]=[CH:16][C:17]=1[O:18][CH3:19].Cl.CO.C(Cl)[Cl:32]>O1CCOCC1>[ClH:32].[F:1][C:2]1[C:3]([C:20]#[C:21][C@@H:22]([NH:26][CH3:27])[C@H:23]([OH:25])[CH3:24])=[C:4]2[C:8](=[CH:9][CH:10]=1)[NH:7][C:6](=[O:11])/[C:5]/2=[CH:12]\[C:13]1[NH:14][CH:15]=[CH:16][C:17]=1[O:18][CH3:19] |f:2.3,5.6|. Procedure: A solution of (Z)-1,3-dihydro-5-fluoro-4-[(3R,4R)-4-hydroxy-3-methylamino-1-pentynyl]-3-[(3-methoxy-1H-pyrrol-2-yl)methylene]-2H-indol-2-one (35 mg, 0.07 mmol) (Example 117C) in dioxane (5 mL) was treated with aqueous HCl under vigorous stirring. (Z)-1,3-Dihydro-5-fluoro-4-[(3R,4R)-4-hydroxy-3-methylamino-1-pentynyl]-3-[(3-methoxy-1H-pyrrol-2-yl)methylene]-2H-indol-2-one hydrochloride salt was obtained upon lyophilization and precipitation out of a (1:3, V/V) mixture of MeOH/CH2Cl2 with excess o... Starting materials: C(C)(=O)O[C@H]1[C@H](SC2=CC(=CC=C2)C(F)(F)F)O[C@@H]([C@H]([C@@H]1OC(C)=O)O[C@@H]1[C@H](OC(C)=O)[C@@H](OC(C)=O)[C@H](OC(C)=O)[C@H](O1)COC(C)=O)COC(C)=O (3-trifluoromethylphenyl 2,3,6-tri-O-acetyl-4-O-(2,3,4,6-tetra-O-acetyl-α-D-glucopyranosyl)-1-thio-β-D-glucopyranoside). Solvent: CO (methanol). Reaction conditions: time 8 hour. The product is [C@H]1([C@H](O)[C@@H](O)[C@H](O)[C@H](O1)CO)O[C@H]1[C@@H]([C@H]([C@H](SC2=CC(=CC=C2)C(F)(F)F)O[C@@H]1CO)O)O (3-Trifluoromethylphenyl 4-O-(α-D-glucopyranosyl)-1-thio-β-D-glucopyranoside). Reaction SMILES: C([O:4][C@@H:5]1[C@@H:21]([O:22]C(=O)C)[C@H:20]([O:26][C@H:27]2[O:44][C@H:43]([CH2:45][O:46]C(=O)C)[C@@H:38]([O:39]C(=O)C)[C@H:33]([O:34]C(=O)C)[C@H:28]2[O:29]C(=O)C)[C@@H:19]([CH2:50][O:51]C(=O)C)[O:18][C@H:6]1[S:7][C:8]1[CH:13]=[CH:12][CH:11]=[C:10]([C:14]([F:17])([F:16])[F:15])[CH:9]=1)(=O)C>CO>[C@H:27]1([O:26][C@@H:20]2[C@@H:19]([CH2:50][OH:51])[O:18][C@@H:6]([S:7][C:8]3[CH:13]=[CH:12][CH:11]=[C:10]([C:14]([F:17])([F:15])[F:16])[CH:9]=3)[C@H:5]([OH:4])[C@H:21]2[OH:22])[O:44][C@H:43]([CH2:45][OH:46])[C@@H:38]([OH:39])[C@H:33]([OH:34])[C@H:28]1[OH:29]. Reported procedure: A 3.5 g portion of 3-trifluoromethylphenyl 2,3,6-tri-O-acetyl-4-O-(2,3,4,6-tetra-O-acetyl-α-D-glucopyranosyl)-1-thio-β-D-glucopyranoside was reacted as described in Example 8. Rather than refrigerating overnight, this mixture was allowed to stand at room temperature for 20 hours, giving 2.5 g of the desired intermediate as a white solid, [α]D26 =+25°±2° (0.496%, methanol).